From a dataset of the Open Reaction Database (ORD), a public repository of structured organic reaction records. describe an organic reaction: reactants, conditions, products, and yield Reactants: COC=1C=C(CC2N(CCCC3=C2C=C(C(=C3)OC)OC)C(C(=O)O)C3=CC=CC=C3)C=CC1OC ([1-(3,4-dimethoxy-benzyl)-7,8-dimethoxy-1,3,4,5-tetrahydro-benzo[c]azepin-2-yl]-phenyl-acetic acid), NCCCO (3-amino-1-propanol). The product is COC=1C=C(CC2N(CCCC3=C2C=C(C(=C3)OC)OC)C(C(=O)NCCCO)C3=CC=CC=C3)C=CC1OC (2-[1-(3,4-Dimethoxy-benzyl)-7,8-dimethoxy-1,3,4,5-tetrahydro-benzo[c]azepin-2-yl]-N-(3-hydroxy-propyl)-2-phenyl-acetamide). Reaction SMILES: [CH3:1][O:2][C:3]1[CH:4]=[C:5]([CH:32]=[CH:33][C:34]=1[O:35][CH3:36])[CH2:6][CH:7]1[C:13]2[CH:14]=[C:15]([O:20][CH3:21])[C:16]([O:18][CH3:19])=[CH:17][C:12]=2[CH2:11][CH2:10][CH2:9][N:8]1[CH:22]([C:26]1[CH:31]=[CH:30][CH:29]=[CH:28][CH:27]=1)[C:23]([OH:25])=O.[NH2:37][CH2:38][CH2:39][CH2:40][OH:41]>>[CH3:1][O:2][C:3]1[CH:4]=[C:5]([CH:32]=[CH:33][C:34]=1[O:35][CH3:36])[CH2:6][CH:7]1[C:13]2[CH:14]=[C:15]([O:20][CH3:21])[C:16]([O:18][CH3:19])=[CH:17][C:12]=2[CH2:11][CH2:10][CH2:9][N:8]1[CH:22]([C:26]1[CH:31]=[CH:30][CH:29]=[CH:28][CH:27]=1)[C:23]([NH:37][CH2:38][CH2:39][CH2:40][OH:41])=[O:25]. Procedure: prepared by reaction of [1-(3,4-dimethoxy-benzyl)-7,8-dimethoxy-1,3,4,5-tetrahydro-benzo[c]azepin-2-yl]-phenyl-acetic acid with 3-amino-1-propanol. Starting materials: CC(C)(C)OC(=O)NCC=Cc1ccc2oc(=O)[nH]c2c1, O=C(O)C(F)(F)F. Product: NCC=Cc1ccc2oc(=O)[nH]c2c1. RXN SMILES: [C:1]([O:2][C:3](=[O:4])[NH:8][CH2:9][CH:10]=[CH:11][c:12]1[cH:13][cH:14][c:15]2[c:16]([nH:17][c:18](=[O:20])[o:19]2)[cH:21]1)([CH3:5])([CH3:6])[CH3:7].[OH:22][C:23]([C:24]([F:25])([F:26])[F:27])=[O:28]>>[NH2:8][CH2:9][CH:10]=[CH:11][c:12]1[cH:13][cH:14][c:15]2[c:16]([nH:17][c:18](=[O:20])[o:19]2)[cH:21]1. Starting materials: N=1C=CN2C1CN(CC2)C(=O)OC(C)(C)C (tert-butyl 5,6-dihydroimidazo[1,2-a]pyrazine-7(8H)-carboxylate), C1CC(=O)N(C1=O)Br (NBS). The solvent is C1=CC=CC=C1 (benzene). Product: BrC1=CN=C2N1CCN(C2)C(=O)OC(C)(C)C (tert-butyl 3-bromo-5,6-dihydroimidazo[1,2-a]pyrazine-7(8H)-carboxylate). RXN SMILES: [N:1]1[CH:2]=[CH:3][N:4]2[CH2:9][CH2:8][N:7]([C:10]([O:12][C:13]([CH3:16])([CH3:15])[CH3:14])=[O:11])[CH2:6][C:5]=12.C1C(=O)N([Br:24])C(=O)C1>C1C=CC=CC=1>[Br:24][C:3]1[N:4]2[CH2:9][CH2:8][N:7]([C:10]([O:12][C:13]([CH3:16])([CH3:15])[CH3:14])=[O:11])[CH2:6][C:5]2=[N:1][CH:2]=1. Reported procedure: A mixture of tert-butyl 5,6-dihydroimidazo[1,2-a]pyrazine-7(8H)-carboxylate (2.23 g, 10 mmol) and NBS (1.78 g, 10 mmol) in benzene (10 mL) is heated at reflux for one hr. The solvent is evaporated and the residue is purified by column with 5% MeOH in DCM to give the title compound. 1H NMR (CDCl3) δ 6.98 (s, 1H), 4.65 (s, 2H), 3.86 (s, 4H), 1.47 (s, 9H). Reactants: [Cl-].[NH4+] (ammonium chloride), [H-].[Na+] (sodium hydride), C(C1=CC=CC=C1)(C1=CC=CC=C1)(C1=CC=CC=C1)Cl (trityl chloride), C(C)OC(=O)C1=NNC2=CC=C(C=C12)Br (5-bromo-1H-indazole-3-carboxylic acid ethyl ester). Run in CN(C=O)C (dimethylformamide). Reaction conditions: time 1 hour. Yields the product BrC=1C=C2C(=NN(C2=CC1)C(C1=CC=CC=C1)(C1=CC=CC=C1)C1=CC=CC=C1)C(=O)O (5-Bromo-1-trityl-1H-indazole-3-carboxylic acid). The yield is 83.9%. Reaction SMILES: C([O:3][C:4]([C:6]1[C:14]2[C:9](=[CH:10][CH:11]=[C:12]([Br:15])[CH:13]=2)[NH:8][N:7]=1)=[O:5])C.[H-].[Na+].[C:18](Cl)([C:31]1[CH:36]=[CH:35][CH:34]=[CH:33][CH:32]=1)([C:25]1[CH:30]=[CH:29][CH:28]=[CH:27][CH:26]=1)[C:19]1[CH:24]=[CH:23][CH:22]=[CH:21][CH:20]=1.[Cl-].[NH4+]>CN(C)C=O>[Br:15][C:12]1[CH:13]=[C:14]2[C:9](=[CH:10][CH:11]=1)[N:8]([C:18]([C:19]1[CH:24]=[CH:23][CH:22]=[CH:21][CH:20]=1)([C:31]1[CH:32]=[CH:33][CH:34]=[CH:35][CH:36]=1)[C:25]1[CH:26]=[CH:27][CH:28]=[CH:29][CH:30]=1)[N:7]=[C:6]2[C:4]([OH:3])=[O:5] |f:1.2,4.5|. Procedure details: 2.19 g of 5-bromo-1H-indazole-3-carboxylic acid ethyl ester was dissolved in 40 mL of dimethylformamide, added with 391 mg of 60% sodium hydride (oil-based) and 2.38 g of trityl chloride, and stirred at room temperature for 1 hour. After adding a saturated aqueous ammonium chloride, the reaction solution was extracted with ethyl acetate, and the resultant organic layer was washed with saturated brine, dried over magnesium sulfate, and the solvent was evaporated. The resultant residue was dissolv... The reactants are CCOC(=O)c1nc(-c2ccccc2C)oc1CCC12CC3CC(CC(C3)C1)C2, CCO, [Na+], [OH-]. Product: Cc1ccccc1-c1nc(C(=O)O)c(CCC23CC4CC(CC(C4)C2)C3)o1. Reaction SMILES: [CH2:1]([CH3:2])[O:3][C:4](=[O:5])[c:6]1[n:7][c:8](-[c:23]2[c:24]([CH3:29])[cH:25][cH:26][cH:27][cH:28]2)[o:9][c:10]1[CH2:11][CH2:12][C:13]12[CH2:14][CH:15]3[CH2:16][CH:17]([CH2:18][CH:19]([CH2:20]1)[CH2:21]3)[CH2:22]2.[CH3:32][CH2:33][OH:34].[Na+:31].[OH-:30]>>[O:3]=[C:4]([OH:5])[c:6]1[n:7][c:8](-[c:23]2[c:24]([CH3:29])[cH:25][cH:26][cH:27][cH:28]2)[o:9][c:10]1[CH2:11][CH2:12][C:13]12[CH2:14][CH:15]3[CH2:16][CH:17]([CH2:18][CH:19]([CH2:20]1)[CH2:21]3)[CH2:22]2. Starting materials: Cc1cc(-n2cc(C(F)(F)F)cn2)ccc1O, [N-]=[N+]=CCOC(=O)N=NC(=O)[O-], C1CCOC1, CCCC(O)c1ccc(C(=O)OCC)cc1, c1ccc(P(c2ccccc2)c2ccccc2)cc1. The product is CCCC(Oc1ccc(-n2cc(C(F)(F)F)cn2)cc1C)c1ccc(C(=O)OCC)cc1. As a reaction SMILES: [CH3:1][c:2]1[c:3]([OH:17])[cH:4][cH:5][c:6](-[n:8]2[n:9][cH:10][c:11]([C:13]([F:14])([F:15])[F:16])[cH:12]2)[cH:7]1.[N:53]([C:54]([O:55][CH2:56][CH:57]=[N+:58]=[N-:59])=[O:60])=[N:61][C:62]([O-:63])=[O:64].[O:65]1[CH2:66][CH2:67][CH2:68][CH2:69]1.[OH:18][CH:19]([CH2:20][CH2:21][CH3:22])[c:23]1[cH:24][cH:25][c:26]([C:27](=[O:28])[O:29][CH2:30][CH3:31])[cH:32][cH:33]1.[c:34]1([P:35]([c:36]2[cH:37][cH:38][cH:39][cH:40][cH:41]2)[c:42]2[cH:43][cH:44][cH:45][cH:46][cH:47]2)[cH:48][cH:49][cH:50][cH:51][cH:52]1>>[CH3:1][c:2]1[c:3]([O:17][CH:19]([CH2:20][CH2:21][CH3:22])[c:23]2[cH:24][cH:25][c:26]([C:27](=[O:28])[O:29][CH2:30][CH3:31])[cH:32][cH:33]2)[cH:4][cH:5][c:6](-[n:8]2[n:9][cH:10][c:11]([C:13]([F:14])([F:15])[F:16])[cH:12]2)[cH:7]1.